From a dataset of the Open Reaction Database (ORD), a public repository of structured organic reaction records. describe an organic reaction: reactants, conditions, products, and yield Starting materials: C, COCC1CN(c2ccc3ccc([N+](=O)[O-])cc3c2)C(=O)O1, CC(=O)O, [Pd]. The product is COCC1CN(c2ccc3ccc(N)cc3c2)C(=O)O1. Reaction SMILES: [C:27].[CH3:1][O:2][CH2:3][CH:4]1[CH2:5][N:6]([c:10]2[cH:11][c:12]3[cH:13][c:14]([N+:20]([O-:21])=[O:22])[cH:15][cH:16][c:17]3[cH:18][cH:19]2)[C:7](=[O:9])[O:8]1.[CH3:23][C:24](=[O:25])[OH:26].[Pd:28]>>[CH3:1][O:2][CH2:3][CH:4]1[CH2:5][N:6]([c:10]2[cH:11][c:12]3[cH:13][c:14]([NH2:20])[cH:15][cH:16][c:17]3[cH:18][cH:19]2)[C:7](=[O:9])[O:8]1.